From a dataset of the Open Reaction Database (ORD), a public repository of structured organic reaction records. describe an organic reaction: reactants, conditions, products, and yield Starting materials: O (H2O), [N+](=O)([O-])C1=CC=C(C=C1)C(CSC#N)=O (2-(4-Nitrophenyl)-2-oxoethyl thiocyanate), Br (HBr), [OH-].[Na+] (NaOH). The solvent is C(C)(=O)O (acetic acid). Product: BrC=1SC=C(N1)C1=CC=C(C=C1)[N+](=O)[O-] (2-bromo-4-(4-nitrophenyl)-1,3-thiazole). The yield is 45.0%. As a reaction SMILES: [N+:1]([C:4]1[CH:9]=[CH:8][C:7]([C:10](=O)[CH2:11][S:12][C:13]#[N:14])=[CH:6][CH:5]=1)([O-:3])=[O:2].[BrH:16].[OH-].[Na+].O>C(O)(=O)C>[Br:16][C:13]1[S:12][CH:11]=[C:10]([C:7]2[CH:8]=[CH:9][C:4]([N+:1]([O-:3])=[O:2])=[CH:5][CH:6]=2)[N:14]=1 |f:2.3|. Procedure details: 2-(4-Nitrophenyl)-2-oxoethyl thiocyanate (3.0 g; 15.4 mmol) and 50 mL of 30% HBr in acetic acid were stirred at room temperature under nitrogen overnight. The yellow paste was neutralized with 60 mL of 2N NaOH and 60 mL of H2O. The residue was collected by suction filtration. Purification of the residue on silica gel using a stepwise gradient of 5-50% ethyl acetate:hexane gave 2-bromo-4-(4-nitrophenyl)-1,3-thiazole (2.0 g, 45%), MS (ES) m/z 286[M+H]+. The reactants are C(C)OC=1C=C(C=O)C=C(C1S(=O)C)OCC ((±)-3,5-diethoxy-4-methanesulfinyl-benzaldehyde), OO (hydrogen peroxide), O (water), OO (hydrogen peroxide). The solvent is C(C)(=O)O (acetic acid). Run at temperature 40 celsius, time 2 hour. Yields the product C(C)OC=1C=C(C=O)C=C(C1S(=O)(=O)C)OCC (3,5-Diethoxy-4-methysufonyl-benzaldehyde). The yield is 42.0%. As a reaction SMILES: [CH2:1]([O:3][C:4]1[CH:5]=[C:6]([CH:9]=[C:10]([O:15][CH2:16][CH3:17])[C:11]=1[S:12]([CH3:14])=[O:13])[CH:7]=[O:8])[CH3:2].[OH:18]O.O>C(O)(=O)C>[CH2:1]([O:3][C:4]1[CH:5]=[C:6]([CH:9]=[C:10]([O:15][CH2:16][CH3:17])[C:11]=1[S:12]([CH3:14])(=[O:18])=[O:13])[CH:7]=[O:8])[CH3:2]. Reported procedure: To a solution of (±)-3,5-diethoxy-4-methanesulfinyl-benzaldehyde (0.60 g, 2.34 mmol, 1.0 equiv) in conc. acetic acid (10 mL) was added a solution of 35% hydrogen peroxide in water (0.41 mL, 0.46 g, 4.68 mmol, 2.0 equiv) and the solution stirred for 2 h at 40° C. Periodically, every 2 hours another 2.0 equivalents of hydrogen peroxide were added to the reaction mixture to drive the reaction to completion. After 6 h the reaction mixture was extracted with ethyl acetate (3×50 mL) and the combined o... As a reaction SMILES: [Cl:1][C:2]1[CH:24]=[CH:23][C:5]([CH2:6][NH:7][C:8]([C:10]2[CH:11]=[N:12][C:13]3[C:18]([C:19]=2[OH:20])=[CH:17][C:16](I)=[CH:15][C:14]=3[F:22])=[O:9])=[CH:4][CH:3]=1.[CH2:25]([OH:28])[C:26]#[CH:27]>C(NCC)C.[Cu]I.Cl[Pd](Cl)([P](C1C=CC=CC=1)(C1C=CC=CC=1)C1C=CC=CC=1)[P](C1C=CC=CC=1)(C1C=CC=CC=1)C1C=CC=CC=1>[Cl:1][C:2]1[CH:24]=[CH:23][C:5]([CH2:6][NH:7][C:8]([C:10]2[CH:11]=[N:12][C:13]3[C:18]([C:19]=2[OH:20])=[CH:17][C:16]([C:27]#[C:26][CH2:25][OH:28])=[CH:15][C:14]=3[F:22])=[O:9])=[CH:4][CH:3]=1 |^1:38,57|. The solvent is C(C)NCC (diethylamine). Yields the product ClC1=CC=C(CNC(=O)C=2C=NC3=C(C=C(C=C3C2O)C#CCO)F)C=C1 (N-(4-Chlorobenzyl)-8-fluoro-4-hydroxy-6-(3-hydroxy-1-propynyl)-3-quinolinecarboxamide). Reported procedure: To a mixture of N-(4-chlorobenzyl)-8-fluoro4-hydroxy-6-iodo-3-quinolinecarboxamide of Preparation No. 1 (0.466 g) in 15 mL diethylamine is added CuI (0.010 g) and (Ph3P)2PdCl2 (0.035 g). Propargyl alcohol (0.058 mL) is then added and the reaction is stirred overnight at room temperature. The diethylamine is removed in vacuo. The residue is partitioned between EtOAc and water. The insoluble material is filtered off and saved. The organic layer is washed with brine, dried and condensed. The residu... Reagents/catalysts: [Cu]I (CuI), Cl[Pd]([P](C1=CC=CC=C1)(C2=CC=CC=C2)C3=CC=CC=C3)([P](C4=CC=CC=C4)(C5=CC=CC=C5)C6=CC=CC=C6)Cl ((Ph3P)2PdCl2). Reactants: ClC1=CC=C(CNC(=O)C=2C=NC3=C(C=C(C=C3C2O)I)F)C=C1 (N-(4-chlorobenzyl)-8-fluoro4-hydroxy-6-iodo-3-quinolinecarboxamide), 1, C(C#C)O (Propargyl alcohol). Reaction conditions: time 8 hour. The reactants are Intermediate 7, hydrochloride salt, C(CC)C1=NOC(=N1)N1CCC(CC1)=O (1-(3-propyl-[1,2,4]oxadiazol-5-yl)-piperidin-4-one), C1(CC1)N (cyclopropylamine). The product is C1(CC1)NC1CCN(CC1)C1=NC(=NO1)CCC (Cyclopropyl-[1-(3-propyl-[1,2,4]oxadiazol-5-yl)-piperidin-4-yl]-amine). RXN SMILES: [CH2:1]([C:4]1[N:8]=[C:7]([N:9]2[CH2:14][CH2:13][C:12](=O)[CH2:11][CH2:10]2)[O:6][N:5]=1)[CH2:2][CH3:3].[CH:16]1([NH2:19])[CH2:18][CH2:17]1>>[CH:16]1([NH:19][CH:12]2[CH2:13][CH2:14][N:9]([C:7]3[O:6][N:5]=[C:4]([CH2:1][CH2:2][CH3:3])[N:8]=3)[CH2:10][CH2:11]2)[CH2:18][CH2:17]1. Procedure details: The title compound is prepared as its hydrochloride salt from 1-(3-propyl-[1,2,4]oxadiazol-5-yl)-piperidin-4-one and cyclopropylamine following a procedure analogous to that described in Intermediate 7. LC (method 13): tR=0.79 min; Mass spectrum (ESI+): m/z=251 [M+H]+. The reactants are CCOC(=O)c1cc(C2CCCCC2)sc1N, [Cl-], Cl[Cu]Cl, CC(C)(C)ON=O, [NH4+]. Yields the product CCOC(=O)c1csc(C2CCCCC2)c1. As a reaction SMILES: [CH2:1]([CH3:2])[O:3][C:4](=[O:5])[c:6]1[c:7]([NH2:17])[s:8][c:9]([CH:11]2[CH2:12][CH2:13][CH2:14][CH2:15][CH2:16]2)[cH:10]1.[Cl-:25].[Cl:27][Cu:28][Cl:29].[N:18]([O:19][C:20]([CH3:21])([CH3:22])[CH3:23])=[O:24].[NH4+:26]>>[CH2:1]([CH3:2])[O:3][C:4](=[O:5])[c:6]1[cH:7][s:8][c:9]([CH:11]2[CH2:12][CH2:13][CH2:14][CH2:15][CH2:16]2)[cH:10]1. Starting materials: CCN=C=NCCCN(C)C, CS(=O)(=O)c1ccc(Oc2cc(OC3CCOCC3)c3[nH]c(C4=NCC(CC(=O)O)S4)cc3c2)cn1, CNCCO, CN(C)C=O, Cl, O, O, On1nnc2ccccc21. Product: CN(CCO)C(=O)CC1CN=C(c2cc3cc(Oc4ccc(S(C)(=O)=O)nc4)cc(OC4CCOCC4)c3[nH]2)S1. Reaction SMILES: [CH2:49]([N:50]=[C:51]=[N:52][CH2:53][CH2:54][CH2:55][N:56]([CH3:57])[CH3:58])[CH3:59].[CH3:1][S:2](=[O:3])(=[O:4])[c:5]1[cH:6][cH:7][c:8]([O:11][c:12]2[cH:13][c:14]3[cH:15][c:16]([C:28]4=[N:32][CH2:31][CH:30]([CH2:33][C:34](=[O:35])[OH:36])[S:29]4)[nH:17][c:18]3[c:19]([O:21][CH:22]3[CH2:23][CH2:24][O:25][CH2:26][CH2:27]3)[cH:20]2)[cH:9][n:10]1.[CH3:60][NH:61][CH2:62][CH2:63][OH:64].[CH3:65][N:66]([CH3:67])[CH:68]=[O:69].[ClH:48].[OH2:37].[OH2:70].[OH:38][n:39]1[c:40]2[cH:41][cH:42][cH:43][cH:44][c:45]2[n:46][n:47]1>>[CH3:1][S:2](=[O:3])(=[O:4])[c:5]1[cH:6][cH:7][c:8]([O:11][c:12]2[cH:13][c:14]3[cH:15][c:16]([C:28]4=[N:32][CH2:31][CH:30]([CH2:33][C:34](=[O:35])[N:61]([CH3:60])[CH2:62][CH2:63][OH:64])[S:29]4)[nH:17][c:18]3[c:19]([O:21][CH:22]3[CH2:23][CH2:24][O:25][CH2:26][CH2:27]3)[cH:20]2)[cH:9][n:10]1. The reactants are O1C(OCC1)C(C)[C@H]1CC[C@H]2[C@@H]3C=C[C@]4(C[C@H](C[C@@H]([C@]4(C)[C@H]3CC[C@]12C)OC(C)=O)OCOC)O (20-(1,3-dioxolan-2-yl)-1α-acetoxy-3β-(methoxymethyl)oxypregn-6-en-5α-ol), C(C)(=O)O (acetic acid). Run in C(C)(=O)OCCCC (butyl acetate). Reaction conditions: temperature 100 celsius. Yields the product O1C(OCC1)C(C)[C@H]1CC[C@H]2C3=CC=C4C[C@H](C[C@@H]([C@]4(C)[C@H]3CC[C@]12C)OC(C)=O)OCOC (20-(1,3-dioxolan-2-yl)-1α--acetoxy-3β-(methoxymethyl)oxypregna-5,7-diene). The yield is 29.7%. RXN SMILES: [O:1]1[CH2:5][CH2:4][O:3][CH:2]1[CH:6]([C@@H:8]1[C@:25]2([CH3:26])[C@H:11]([C@H:12]3[C@H:22]([CH2:23][CH2:24]2)[C@:20]2([CH3:21])[C@:15](O)([CH2:16][C@@H:17]([O:31][CH2:32][O:33][CH3:34])[CH2:18][C@@H:19]2[O:27][C:28](=[O:30])[CH3:29])[CH:14]=[CH:13]3)[CH2:10][CH2:9]1)[CH3:7].C(O)(=O)C>C(OCCCC)(=O)C>[O:1]1[CH2:5][CH2:4][O:3][CH:2]1[CH:6]([C@@H:8]1[C@:25]2([CH3:26])[C@H:11]([C:12]3[C@H:22]([CH2:23][CH2:24]2)[C@:20]2([CH3:21])[C:15]([CH2:16][C@@H:17]([O:31][CH2:32][O:33][CH3:34])[CH2:18][C@@H:19]2[O:27][C:28](=[O:30])[CH3:29])=[CH:14][CH:13]=3)[CH2:10][CH2:9]1)[CH3:7]. Procedure details: In 10 ml of butyl acetate was dissolved 350 mg of 20-(1,3-dioxolan-2-yl)-1α-acetoxy-3β-(methoxymethyl)oxypregn-6-en-5α-ol, followed by addition of 0.2 ml of acetic acid. The mixture was stirred in an atmosphere of argon gas under heating at 100° C. for 12 hours. The reaction mixture was then worked up in the same manner as Example 124 to give 100 mg of 20-(1,3-dioxolan-2-yl)-1α--acetoxy-3β-(methoxymethyl)oxypregna-5,7-diene showing the following physical properties.